This data is from the Open Reaction Database (ORD), a public repository of structured organic reaction records. The task is: describe an organic reaction: reactants, conditions, products, and yield Reactants: ClC=1C(=C(C(C(=O)OC)=CC1)O)[N+](=O)[O-] (methyl 4-chloro-3-nitrosalicylate), C(C)(=O)O (acetic acid). Reagents/catalysts: [Fe] (iron). Solvent: CO (methanol). Yields the product NC1=C(C(C(=O)OC)=CC=C1Cl)O (methyl 3-amino-4-chlorosalicylate). Yield: 81.0%. As a reaction SMILES: [Cl:1][C:2]1[C:3]([N+:13]([O-])=O)=[C:4]([OH:12])[C:5](=[CH:10][CH:11]=1)[C:6]([O:8][CH3:9])=[O:7].C(O)(=O)C>[Fe].CO>[NH2:13][C:3]1[C:2]([Cl:1])=[CH:11][CH:10]=[C:5]([C:6]([O:8][CH3:9])=[O:7])[C:4]=1[OH:12]. Procedure: A 100-mL single-neck round bottomed flask equipped with a magnetic stirrer and reflux condenser was charged with methyl 4-chloro-3-nitrosalicylate (1.00 g, 4.32 mmol), glacial acetic acid (23 mL) and methanol (18 mL). The stirred solution was then treated with 325 mesh iron powder (2.41 g, 43.2 mmol) and heated at reflux for 30 min. After this time, the reaction was cooled to room temperature and filtered through a pad of celite 521. The pad was rinsed with methanol (10 mL) and the filtrates com... The reactants are C[O-], Cc1ccccc1, CCOC=O, N#CCc1cccc(C(F)(F)F)c1, [Na+], O. Product: N#CC(C=O)c1cccc(C(F)(F)F)c1. Reaction SMILES: [CH3:1][O-:2].[CH3:4][c:5]1[cH:6][cH:7][cH:8][cH:9][cH:10]1.[CH:11](=[O:12])[O:13][CH2:14][CH3:15].[F:16][C:17]([c:18]1[cH:19][c:20]([CH2:24][C:25]#[N:26])[cH:21][cH:22][cH:23]1)([F:27])[F:28].[Na+:3].[OH2:29]>>[CH:11](=[O:12])[CH:24]([c:20]1[cH:19][c:18]([C:17]([F:16])([F:27])[F:28])[cH:23][cH:22][cH:21]1)[C:25]#[N:26]. Starting materials: FC(OC1=C(C=C(C=C1)N)C(F)(F)F)(F)F ((4-Trifluoromethoxy-3-trifluoromethyl-phenyl)-amine), C(C)(C)(C)[Si](OC1CCC(CC1)=O)(C)C (4-(tert-butyl-dimethyl-silyloxy)-cyclohexanone), C(C)(=O)O[BH-](OC(C)=O)OC(C)=O.[Na+] (sodium triacetoxyborohydride). The solvent is ClCCl (dichloromethane), ClCCl (dichloromethane). Reaction conditions: time 6 day. Yields the product C(C)(C)(C)[Si](OC1CCC(CC1)NC1=CC(=C(C=C1)OC(F)(F)F)C(F)(F)F)(C)C ([4-(tert-butyl-dimethyl-silyloxy)-cyclohexyl]-(4-trifluoromethoxy-3-trifluoromethyl-phenyl)-amine). Yield: 66.0%. RXN SMILES: [F:1][C:2]([F:16])([F:15])[O:3][C:4]1[CH:9]=[CH:8][C:7]([NH2:10])=[CH:6][C:5]=1[C:11]([F:14])([F:13])[F:12].[C:17]([Si:21]([CH3:31])([CH3:30])[O:22][CH:23]1[CH2:28][CH2:27][C:26](=O)[CH2:25][CH2:24]1)([CH3:20])([CH3:19])[CH3:18].C(O[BH-](OC(=O)C)OC(=O)C)(=O)C.[Na+]>ClCCl>[C:17]([Si:21]([CH3:31])([CH3:30])[O:22][CH:23]1[CH2:28][CH2:27][CH:26]([NH:10][C:7]2[CH:8]=[CH:9][C:4]([O:3][C:2]([F:15])([F:16])[F:1])=[C:5]([C:11]([F:12])([F:13])[F:14])[CH:6]=2)[CH2:25][CH2:24]1)([CH3:20])([CH3:19])[CH3:18] |f:2.3|. Reported procedure: (4-Trifluoromethoxy-3-trifluoromethyl-phenyl)-amine (735 mg, 3 mmol) and 4-(tert-butyl-dimethyl-silyloxy)-cyclohexanone (685 mg, 3 mmol) were dissolved in dichloromethane (25 mL). Next, sodium triacetoxyborohydride (1.27 g, 6 mmol) was added. The resulting mixture was stirred at room temperature for 6 days. Afterward, the mixture was diluted with dichloromethane (25 mL), washed with water (20 mL), washed with HCl 1N (20 mL), washed with water (20 mL), and washed with brine (20 mL). The organic l...